Dataset: the Open Reaction Database (ORD), a public repository of structured organic reaction records. Task: describe an organic reaction: reactants, conditions, products, and yield The reactants are OC1=CC=C(C=C1)C(CC1=CC(=CC=C1)OC)=O (1-(4-hydroxyphenyl)-2-(3-methoxyphenyl)ethanone), Cl.ClCCN1CCCCC1 (1-(2-chloroethyl)piperidine hydrochloride). Yields the product COC=1C=C(C=CC1)CC(=O)C1=CC=C(C=C1)OCCN1CCCCC1 (2-(3-Methoxyphenyl)-1-[4-(2-piperidin-1-ylethoxy)phenyl]ethanone). RXN SMILES: [OH:1][C:2]1[CH:7]=[CH:6][C:5]([C:8](=[O:18])[CH2:9][C:10]2[CH:15]=[CH:14][CH:13]=[C:12]([O:16][CH3:17])[CH:11]=2)=[CH:4][CH:3]=1.Cl.Cl[CH2:21][CH2:22][N:23]1[CH2:28][CH2:27][CH2:26][CH2:25][CH2:24]1>>[CH3:17][O:16][C:12]1[CH:11]=[C:10]([CH2:9][C:8]([C:5]2[CH:4]=[CH:3][C:2]([O:1][CH2:21][CH2:22][N:23]3[CH2:28][CH2:27][CH2:26][CH2:25][CH2:24]3)=[CH:7][CH:6]=2)=[O:18])[CH:15]=[CH:14][CH:13]=1 |f:1.2|. Procedure details: 1-(4-hydroxyphenyl)-2-(3-methoxyphenyl)ethanone and 1-(2-chloroethyl)piperidine hydrochloride are used as starting materials.